From a dataset of the Open Reaction Database (ORD), a public repository of structured organic reaction records. describe an organic reaction: reactants, conditions, products, and yield The reactants are COc1ccc(N2CCNCC2)c2sc(NC(=O)c3ccc(C)s3)nc12, CC(=O)Cl, CN(C)C=O, c1ccncc1. Yields the product COc1ccc(N2CCN(C(C)=O)CC2)c2sc(NC(=O)c3ccc(C)s3)nc12. RXN SMILES: [CH3:1][O:2][c:3]1[cH:4][cH:5][c:6]([N:21]2[CH2:22][CH2:23][NH:24][CH2:25][CH2:26]2)[c:7]2[c:8]1[n:9][c:10]([NH:12][C:13](=[O:14])[c:15]1[s:16][c:17]([CH3:20])[cH:18][cH:19]1)[s:11]2.[CH3:27][C:28]([Cl:29])=[O:30].[O:37]=[CH:38][N:39]([CH3:40])[CH3:41].[cH:31]1[cH:32][cH:33][n:34][cH:35][cH:36]1>>[CH3:1][O:2][c:3]1[cH:4][cH:5][c:6]([N:21]2[CH2:22][CH2:23][N:24]([C:28]([CH3:27])=[O:30])[CH2:25][CH2:26]2)[c:7]2[c:8]1[n:9][c:10]([NH:12][C:13](=[O:14])[c:15]1[s:16][c:17]([CH3:20])[cH:18][cH:19]1)[s:11]2. Starting materials: C(C)(C)(C)OC(CON(CC1=CC=C(C=C1)F)C(C=C1OC(OC1=O)(C)C)=O)=O ([[2-(2,2-Dimethyl-5-oxo-[1,3]-dioxolan-4-ylidene)-acetyl]-(4-fluorobenzyl)-aminooxy]-acetic acid tert-butyl ester). Run in CO (methanol). The product is COC(C(=CC(N(CC1=CC=C(C=C1)F)OCC(=O)OC(C)(C)C)=O)O)=O (3-[tert-Butoxycarbonylmethoxy-(4-fluoro-benzyl)-carbamoyl]-2-hydroxy-acrylic acid methyl ester). Isolated yield 69.0%. Reaction SMILES: [C:1]([O:5][C:6](=[O:29])[CH2:7][O:8][N:9]([C:18](=[O:28])[CH:19]=[C:20]1[C:24](=[O:25])[O:23][C:22](C)(C)[O:21]1)[CH2:10][C:11]1[CH:16]=[CH:15][C:14]([F:17])=[CH:13][CH:12]=1)([CH3:4])([CH3:3])[CH3:2]>CO>[CH3:22][O:23][C:24](=[O:25])[C:20]([OH:21])=[CH:19][C:18](=[O:28])[N:9]([O:8][CH2:7][C:6]([O:5][C:1]([CH3:3])([CH3:4])[CH3:2])=[O:29])[CH2:10][C:11]1[CH:12]=[CH:13][C:14]([F:17])=[CH:15][CH:16]=1. Procedure details: [[2-(2,2-Dimethyl-5-oxo-[1,3]-dioxolan-4-ylidene)-acetyl]-(4-fluorobenzyl)-aminooxy]-acetic acid tert-butyl ester was treated with methanol as described in the preparation of Compound 44-D and gave the title ester as a clear oil (69% yield). 1HNMR 400 MHz (CDCl3) δ (ppm): 1.50 (9H, s, t-Bu), 3.92 (3H, s, OCH3), 4.35 (2H, s, CH2), 4.94 (2H, s, CH2), 6.55 (1H, s, CH), 7.05 (2H, m, aromatics), 7.39 (2H, m, aromatics), 13.35 (1H, broad s, OH). HRMS (ES+) calculated for C18H23FNO7, [M+H]+: 384.145856... Reactants: C(C)(C)(C)OC(NCC1=NC2=C(N1C1=CC=CC=C1)C=C(C=C2)F)=O ((6-Fluoro-1-phenyl-1H-benzoimidazol-2-ylmethyl)carbamic acid tert-butyl ester), Cl (HCl). Run in O1CCOCC1 (dioxan). Product: Cl.FC=1C=CC2=C(N(C(=N2)CN)C2=CC=CC=C2)C1 ((6-Fluoro-1-phenyl-1H-benzoimidazol-2-yl)methylamine hydrochloride). Yield: 100.0%. RXN SMILES: C(OC(=O)[NH:7][CH2:8][C:9]1[N:13]([C:14]2[CH:19]=[CH:18][CH:17]=[CH:16][CH:15]=2)[C:12]2[CH:20]=[C:21]([F:24])[CH:22]=[CH:23][C:11]=2[N:10]=1)(C)(C)C.[ClH:26]>O1CCOCC1>[ClH:26].[F:24][C:21]1[CH:22]=[CH:23][C:11]2[N:10]=[C:9]([CH2:8][NH2:7])[N:13]([C:14]3[CH:19]=[CH:18][CH:17]=[CH:16][CH:15]=3)[C:12]=2[CH:20]=1 |f:3.4|. Reported procedure: (6-Fluoro-1-phenyl-1H-benzoimidazol-2-ylmethyl)carbamic acid tert-butyl ester (0.265 g, 0.77 mmol) was treated with 4M HCl in dioxan (5 mL) for 45 min at room temperature. The reaction was evaporated to dryness and the residue triturated with diethyl ether to give the title product as a white solid, (226 mg, approx 100%). LCMS (Method B): RT 2.06 min [M+H]+ 241.98 The reactants are BrC=1C=C2CC(NC2=CC1)=O (5-bromo-2-oxindole), CN(CCOC=1C=C2C=C(NC2=CC1)C=O)C (5-(2-dimethylamino-ethoxy)-1H-indole-2-carbaldehyde), N1CCCCC1 (piperidine). The solvent is C(C)O (ethanol). Reaction conditions: temperature 100 celsius. Yields the product BrC=1C=C2C(C(NC2=CC1)=O)=CC=1NC2=CC=C(C=C2C1)OCCN(C)C (5-Bromo-3-[5-(2-dimethylamino-ethoxy)-1H-indol-2-ylmethylene]-1,3-dihydro-indol-2-one). Yield: 80.4%. As a reaction SMILES: [Br:1][C:2]1[CH:3]=[C:4]2[C:8](=[CH:9][CH:10]=1)[NH:7][C:6](=[O:11])[CH2:5]2.[CH3:12][N:13]([CH3:28])[CH2:14][CH2:15][O:16][C:17]1[CH:18]=[C:19]2[C:23](=[CH:24][CH:25]=1)[NH:22][C:21]([CH:26]=O)=[CH:20]2.N1CCCCC1>C(O)C>[Br:1][C:2]1[CH:3]=[C:4]2[C:8](=[CH:9][CH:10]=1)[NH:7][C:6](=[O:11])[C:5]2=[CH:26][C:21]1[NH:22][C:23]2[C:19]([CH:20]=1)=[CH:18][C:17]([O:16][CH2:15][CH2:14][N:13]([CH3:12])[CH3:28])=[CH:25][CH:24]=2. Procedure: A mixture of 5-bromo-2-oxindole (46 mg, 0.215 mmol), 5-(2-dimethylamino-ethoxy)-1H-indole-2-carbaldehyde (50 mg, 0.21 mmol) and piperidine (0.1 mL) in ethanol (1 mL) was heated at 100° C. for 2 hours. The precipitate was collected by vacuum filtration, washed with ethanol and dried to give 72 mg (78%) of the title compound as a red solid. Reactants: ClC=1C=C2CC(CC2=CC1)=O (5-chloro-2-indanone), Cl.CN (methylamine hydrochloride). Yields the product CNC1CC2=CC=C(C=C2C1)Cl (N-methyl-5-chloro-2-indanamine). As a reaction SMILES: [Cl:1][C:2]1[CH:3]=[C:4]2[C:8](=[CH:9][CH:10]=1)[CH2:7][C:6](=O)[CH2:5]2.Cl.[CH3:13][NH2:14]>>[CH3:13][NH:14][CH:6]1[CH2:5][C:4]2[C:8](=[CH:9][CH:10]=[C:2]([Cl:1])[CH:3]=2)[CH2:7]1 |f:1.2|. Procedure: Following the procedure of Example 5, 5-chloro-2-indanone and methylamine hydrochloride gave N-methyl-5-chloro-2-indanamine. Starting materials: BrC=1C=C(C=CC1)C1=NC2=C(NC(C1)=O)C=C(C(=C2)OCC)C(F)(F)F (4-(3-bromo-phenyl)-7-ethoxy-8-trifluoromethyl-1,3-dihydro-benzo[b][1,4]diazepin-2-one), C(C)(C)(C)NS(=O)(=O)C=1C=C(C=CC1)B(O)O (3-tert-butylsulfamoyl-benzeneboronic acid). The product is C(C)(C)(C)NS(=O)(=O)C=1C=C(C=CC1)C1=CC(=CC=C1)C=1CC(NC2=C(N1)C=C(C(=C2)C(F)(F)F)OCC)=O (3′-(8-Ethoxy-4-oxo-7-trifluoromethyl-4,5-dihydro-3H-benzo[b][1,4]diazepin-2-yl)-biphenyl-3-sulfonic acid tert-butylamide), solid. The yield is 65.0%. Reaction SMILES: Br[C:2]1[CH:3]=[C:4]([C:8]2[CH2:14][C:13](=[O:15])[NH:12][C:11]3[CH:16]=[C:17]([C:23]([F:26])([F:25])[F:24])[C:18]([O:20][CH2:21][CH3:22])=[CH:19][C:10]=3[N:9]=2)[CH:5]=[CH:6][CH:7]=1.[C:27]([NH:31][S:32]([C:35]1[CH:36]=[C:37](B(O)O)[CH:38]=[CH:39][CH:40]=1)(=[O:34])=[O:33])([CH3:30])([CH3:29])[CH3:28]>>[C:27]([NH:31][S:32]([C:35]1[CH:40]=[C:39]([C:2]2[CH:7]=[CH:6][CH:5]=[C:4]([C:8]3[CH2:14][C:13](=[O:15])[NH:12][C:11]4[CH:16]=[C:17]([C:23]([F:26])([F:25])[F:24])[C:18]([O:20][CH2:21][CH3:22])=[CH:19][C:10]=4[N:9]=3)[CH:3]=2)[CH:38]=[CH:37][CH:36]=1)(=[O:34])=[O:33])([CH3:30])([CH3:28])[CH3:29]. Procedure details: The title compound was prepared from 4-(3-bromo-phenyl)-7-ethoxy-8-trifluoromethyl-1,3-dihydro-benzo[b][1,4]diazepin-2-one (Example B.3) (200 mg, 0.50 mmol) and commercially available 3-tert-butylsulfamoyl-benzeneboronic acid [CAS-no. 221290-14-8] (144 mg, 0.55 mmol) according to the general procedure II. Obtained as an off-white solid (169 mg, 65%). MS (ISP) 559.7 [(M+H)+]; mp 215-218° C. Reactants: NC=1C=C(N(C)C)C=CC1 (m-amino-N,N-dimethylaniline), C(C)(=O)OC(C)=O (acetic anhydride), Cl (hydrochloric acid), [OH-].[Na+] (sodium hydroxide), C(C)N1C(=C(C2=CC=CC=C12)C(=O)C1=C(C(=O)O)C=CC=C1)C (2-[(1-ethyl-2-methyl-3-indolyl)carbonyl]benzoic acid). Product: C(C)(=O)NC1=C(C=CC(=C1)N(C)C)C1(OC(=O)C2=CC=CC=C12)C1=C(N(C2=CC=CC=C12)CC)C (3-[2-acetamido-4-dimethylaminophenyl]-3-(1-ethyl-2-methyl-3-indolyl)phthalide), Formula III. RXN SMILES: [NH2:1][C:2]1[CH:3]=[C:4]([CH:8]=[CH:9][CH:10]=1)[N:5]([CH3:7])[CH3:6].[CH2:11]([N:13]1[C:21]2[C:16](=[CH:17][CH:18]=[CH:19][CH:20]=2)[C:15]([C:22]([C:24]2[CH:32]=[CH:31][CH:30]=[CH:29][C:25]=2[C:26]([OH:28])=[O:27])=O)=[C:14]1[CH3:33])[CH3:12].Cl.[OH-].[Na+].[C:37](OC(=O)C)(=[O:39])[CH3:38]>>[C:37]([NH:1][C:2]1[CH:3]=[C:4]([N:5]([CH3:7])[CH3:6])[CH:8]=[CH:9][C:10]=1[C:22]1([C:15]2[C:16]3[C:21](=[CH:20][CH:19]=[CH:18][CH:17]=3)[N:13]([CH2:11][CH3:12])[C:14]=2[CH3:33])[C:24]2[C:25](=[CH:29][CH:30]=[CH:31][CH:32]=2)[C:26](=[O:28])[O:27]1)(=[O:39])[CH3:38] |f:3.4|. Procedure details: A suspension of 1.36 g (0.01 mole) of m-amino-N,N-dimethylaniline in 20 ml of acetic anhydride was heated to 80°-90° C. for approximately thirty minutes and then cooled to room temperature. Three grams (0.01 mole) of 2-[(1-ethyl-2-methyl-3-indolyl)carbonyl]benzoic acid, prepared as described in part A of Example 1, was added and the resulting mixture was heated at 60°-70° C. for approximately thirty minutes. After cooling, the reaction mixture was poured into 100 ml of 10 percent hydrochloric ac... The reactants are C(C)OC(=O)C1C(C1C(NC1=CC=C(C=C1)Cl)=O)C(NC1=C(C=C(C=C1)N1C(C=C(C=C1)OCC(=O)O)=O)F)=O ((1SR,2RS,3SR) 2-[4-(4-carboxymethoxy-2-oxo-2H-pyridin-1-yl)-2-fluoro-phenylcarbamoyl]-3-(4-chloro-phenylcarbamoyl) cyclopropanecarboxylic acid ethyl ester), Cl.CNC (dimethylamine hydrochloride), ON1N=NC2=C1C=CC=C2 (1-hydroxybenzotriazole), CN1CCOCC1 (N-methylmorpholine), Cl.CN(CCCN=C=NCC)C (1-(3-dimethylaminopropyl)-3-ethylcarbodiimide hydrochloride), aqueous solution, Cl (HCl). Run in CN(C)C=O (DMF). Run at time 10 hour. Product: C(C)OC(=O)C1C(C1C(NC1=C(C=C(C=C1)N1C(C=C(C=C1)OCC(N(C)C)=O)=O)F)=O)C(NC1=CC=C(C=C1)Cl)=O ((1SR,2RS,3SR)-2-(4-chloro-phenylcarbamoyl)-3-[4-(4-dimethylcarbamoylmethoxy-2-oxo-2H-pyridin-1-yl)-2-fluoro-phenylcarbamoyl]-cyclopropanecarboxylic acid ethyl ester). The yield is 91.8%. As a reaction SMILES: [CH2:1]([O:3][C:4]([CH:6]1[CH:8]([C:9](=[O:18])[NH:10][C:11]2[CH:16]=[CH:15][C:14]([Cl:17])=[CH:13][CH:12]=2)[CH:7]1[C:19](=[O:40])[NH:20][C:21]1[CH:26]=[CH:25][C:24]([N:27]2[CH:32]=[CH:31][C:30]([O:33][CH2:34][C:35](O)=[O:36])=[CH:29][C:28]2=[O:38])=[CH:23][C:22]=1[F:39])=[O:5])[CH3:2].Cl.[CH3:42][NH:43][CH3:44].ON1C2C=CC=CC=2N=N1.CN1CCOCC1.Cl.CN(C)CCCN=C=NCC.Cl>CN(C=O)C>[CH2:1]([O:3][C:4]([CH:6]1[CH:7]([C:19](=[O:40])[NH:20][C:21]2[CH:26]=[CH:25][C:24]([N:27]3[CH:32]=[CH:31][C:30]([O:33][CH2:34][C:35](=[O:36])[N:43]([CH3:44])[CH3:42])=[CH:29][C:28]3=[O:38])=[CH:23][C:22]=2[F:39])[CH:8]1[C:9](=[O:18])[NH:10][C:11]1[CH:16]=[CH:15][C:14]([Cl:17])=[CH:13][CH:12]=1)=[O:5])[CH3:2] |f:1.2,5.6|. Reported procedure: A mixture of 23 mg (0.04 mmol) of (1SR,2RS,3SR) 2-[4-(4-carboxymethoxy-2-oxo-2H-pyridin-1-yl)-2-fluoro-phenylcarbamoyl]-3-(4-chloro-phenylcarbamoyl) cyclopropanecarboxylic acid ethyl ester (example 155), 5 mg (0.06 mmol) of dimethylamine hydrochloride, 1 mg of 1-hydroxybenzotriazole, and 25 ul (0.23 mmol) of N-methylmorpholine in 2.5 ml of DMF was treated with 11 mg (0.06 mmol) of 1-(3-dimethylaminopropyl)-3-ethylcarbodiimide hydrochloride and stirred at RT during 10 hrs. The mixture was poured ...